Dataset: the Open Reaction Database (ORD), a public repository of structured organic reaction records. Task: describe an organic reaction: reactants, conditions, products, and yield Reaction SMILES: [Cl:1][C:2]1[CH:7]=[CH:6][C:5]([C:8]2[N:16]([CH2:17][C:18]([OH:20])=O)[C:11]3=[N:12][CH:13]=[CH:14][CH:15]=[C:10]3[N:9]=2)=[CH:4][CH:3]=1.[C:21]([N:28]1[CH:32]=[CH:31][N:30]=[CH:29]1)(N1C=CN=C1)=O.O1CCC[CH2:34]1>>[Cl:1][C:2]1[CH:3]=[CH:4][C:5]([C:8]2[N:16]([CH2:17][C:18]([N:30]([CH2:31][CH2:32][N:28]([CH3:21])[CH3:34])[CH3:29])=[O:20])[C:11]3=[N:12][CH:13]=[CH:14][CH:15]=[C:10]3[N:9]=2)=[CH:6][CH:7]=1. Run at time 2 hour. Starting materials: ClC1=CC=C(C=C1)C1=NC=2C(=NC=CC2)N1CC(=O)O (2-(4-chlorophenyl)-3H-imidazo[4,5-b]pyridine-3-acetic acid), C(=O)(N1C=NC=C1)N1C=NC=C1 (1,1'-carbonyldiimidazole), O1CCCC1 (tetrahydrofuran), N,N,N'-trimethylenediamine, O1CCCC1 (tetrahydrofuran). The product is ClC1=CC=C(C=C1)C1=NC=2C(=NC=CC2)N1CC(=O)N(C)CCN(C)C (2-(4-Chlorophenyl)-N-[2-(dimethylamino)ethyl]-N-methyl-3H-imidazo[4,5-b]pyridine-3-acetamide). Reported procedure: A suspension of 2-(4-chlorophenyl)-3H-imidazo[4,5-b]pyridine-3-acetic acid (5.0 g, 0.0174 mole), 1,1'-carbonyldiimidazole (2.82 g, 0.0174 mole) and dry tetrahydrofuran (100 ml) was stirred at room temperature for 2 hours with nitrogen bubbling through it, during which time a solution formed. A solution of N,N,N'-trimethylenediamine (3.56 g, 0.0348 mole) in tetrahydrofuran (4.5 ml) was added and the solution was refluxed overnight under a nitrogen atmosphere. The solvents were removed under reduc... The reactants are CO, [N-]=[N+]=NCc1nnc(-c2ccn[nH]2)s1, Cl[Sn]Cl. Product: NCc1nnc(-c2ccn[nH]2)s1. As a reaction SMILES: [CH3:18][OH:19].[N:1](=[N+:2]=[N-:3])[CH2:4][c:5]1[s:6][c:7](-[c:10]2[cH:11][cH:12][n:13][nH:14]2)[n:8][n:9]1.[Sn:15]([Cl:16])[Cl:17]>>[NH2:1][CH2:4][c:5]1[s:6][c:7](-[c:10]2[cH:11][cH:12][n:13][nH:14]2)[n:8][n:9]1. The reactants are Br.C(CCC)NC1=NC=C(C=C1)C (2-butylamino-5-methylpyridine hydrobromide), Br.N1=CC=CC=C1 (pyridine hydrobromide), Br (hydrobromic acid), Br (hydrobromic acid). Conditions: time 26.5 hour. Yields the product NC1=NC=C(C=C1)C (2-amino-5-methylpyridine), C(CCC)NC1=NC=C(C=C1)C (2-butylamino-5-methylpyridine), bromobutanes. RXN SMILES: Br.Br.[CH2:3]([NH:7][C:8]1[CH:13]=[CH:12][C:11]([CH3:14])=[CH:10][N:9]=1)[CH2:4][CH2:5][CH3:6].Br.N1C=CC=CC=1>>[NH2:7][C:8]1[CH:13]=[CH:12][C:11]([CH3:14])=[CH:10][N:9]=1.[CH2:3]([NH:7][C:8]1[CH:13]=[CH:12][C:11]([CH3:14])=[CH:10][N:9]=1)[CH2:4][CH2:5][CH3:6] |f:1.2,3.4|. Reported procedure: In the same equipment as described in Example 16, except that a peristaltic pump was used to control the rate of hydrobromic acid addition, a mixture of 1 mole of 2-butylamino-5-methylpyridine hydrobromide and 1 mole of pyridine hydrobromide was treated with hydrobromic acid in much the same manner as described in Example 16, except that the dealkylation temperature was held at 165° C. After 26.5 hours, there was obtained 0.79 mole of 2-amino-5-methylpyridine, 0.14 mole of 2-butylamino-5-methylp... Starting materials: FC(F)(F)c1ccc(CBr)o1, BrCC1CCCCO1, CC(C)=O, CCC(C)=O, O=C1Nc2ccccc2C12CCOc1cc3c(cc12)CCO3. The product is O=C1N(Cc2ccc(C(F)(F)F)o2)c2ccccc2C12CCOc1cc3c(cc12)CCO3. As a reaction SMILES: [Br:27][CH2:28][c:29]1[o:30][c:31]([C:34]([F:35])([F:36])[F:37])[cH:32][cH:33]1.[Br:38][CH2:39][CH:40]1[CH2:41][CH2:42][CH2:43][CH2:44][O:45]1.[CH3:23][C:24](=[O:25])[CH3:26].[CH3:46][C:47](=[O:48])[CH2:49][CH3:50].[NH:1]1[C:2](=[O:22])[C:3]2([CH2:4][CH2:5][O:6][c:7]3[cH:8][c:9]4[c:10]([cH:11][c:12]32)[CH2:13][CH2:14][O:15]4)[c:16]2[cH:17][cH:18][cH:19][cH:20][c:21]21>>[N:1]1([CH2:28][c:29]2[o:30][c:31]([C:34]([F:35])([F:36])[F:37])[cH:32][cH:33]2)[C:2](=[O:22])[C:3]2([CH2:4][CH2:5][O:6][c:7]3[cH:8][c:9]4[c:10]([cH:11][c:12]32)[CH2:13][CH2:14][O:15]4)[c:16]2[cH:17][cH:18][cH:19][cH:20][c:21]21. The reactants are S1C=NC2=C1C=CC(=C2)C(=O)N (1,3-benzothiazole-5-carboxamide), IC=1C(=NC(=NC1OC)N1CCOCC1)N[C@H]1CN(CCC1)C(=O)OC(C)(C)C (tert-butyl (3R)-3-[[5-iodo-6-methoxy-2-(morpholin-4-yl)pyrimidin-4-yl]amino]piperidine-1-carboxylate), C([O-])([O-])=O.[Cs+].[Cs+] (cesium carbonate). The reagents and catalysts are C=1C=CC(=CC1)[P](C=2C=CC=CC2)(C=3C=CC=CC3)[Pd]([P](C=4C=CC=CC4)(C=5C=CC=CC5)C=6C=CC=CC6)([P](C=7C=CC=CC7)(C=8C=CC=CC8)C=9C=CC=CC9)[P](C=1C=CC=CC1)(C=1C=CC=CC1)C=1C=CC=CC1 (Pd(PPh3)4), [Cu](I)I (copper iodide). Solvent: CN(C)C=O (DMF). Yields the product C(N)(=O)C=1C=CC2=C(N=C(S2)C=2C(=NC(=NC2OC)N2CCOCC2)N[C@H]2CN(CCC2)C(=O)OC(C)(C)C)C1 (tert-butyl (3R)-3-[[5-(5-carbamoyl-1,3-benzothiazol-2-yl)-6-methoxy-2-(morpholin-4-yl)pyrimidin-4-yl]amino]piperidine-1-carboxylate). Reaction SMILES: [S:1]1[C:5]2[CH:6]=[CH:7][C:8]([C:10]([NH2:12])=[O:11])=[CH:9][C:4]=2[N:3]=[CH:2]1.I[C:14]1[C:15]([NH:28][C@@H:29]2[CH2:34][CH2:33][CH2:32][N:31]([C:35]([O:37][C:38]([CH3:41])([CH3:40])[CH3:39])=[O:36])[CH2:30]2)=[N:16][C:17]([N:22]2[CH2:27][CH2:26][O:25][CH2:24][CH2:23]2)=[N:18][C:19]=1[O:20][CH3:21].C(=O)([O-])[O-].[Cs+].[Cs+]>CN(C=O)C.C1C=CC([P]([Pd]([P](C2C=CC=CC=2)(C2C=CC=CC=2)C2C=CC=CC=2)([P](C2C=CC=CC=2)(C2C=CC=CC=2)C2C=CC=CC=2)[P](C2C=CC=CC=2)(C2C=CC=CC=2)C2C=CC=CC=2)(C2C=CC=CC=2)C2C=CC=CC=2)=CC=1.[Cu](I)I>[C:10]([C:8]1[CH:7]=[CH:6][C:5]2[S:1][C:2]([C:14]3[C:15]([NH:28][C@@H:29]4[CH2:34][CH2:33][CH2:32][N:31]([C:35]([O:37][C:38]([CH3:41])([CH3:40])[CH3:39])=[O:36])[CH2:30]4)=[N:16][C:17]([N:22]4[CH2:23][CH2:24][O:25][CH2:26][CH2:27]4)=[N:18][C:19]=3[O:20][CH3:21])=[N:3][C:4]=2[CH:9]=1)(=[O:11])[NH2:12] |f:2.3.4,^1:56,58,77,96|. Reported procedure: Following the same procedure as in step 3 of Example 337 using 1,3-benzothiazole-5-carboxamide (60.6 mg, 0.34 mmol, 1.80 equiv), tert-butyl (3R)-3-[[5-iodo-6-methoxy-2-(morpholin-4-yl)pyrimidin-4-yl]amino]piperidine-1-carboxylate (100.0 mg, 0.19 mmol, 1.00 equiv), cesium carbonate (0.38 g, 6.00 equiv), Pd(PPh3)4 (39.3 mg, 0.034 mmol, 0.18 equiv) and copper iodide (6.5 mg, 0.034 mmol, 0.18 equiv) in DMF (5.0 mL). The crude product was purified by flash chromatography on a silica gel column elutin...